This data is from the Open Reaction Database (ORD), a public repository of structured organic reaction records. The task is: describe an organic reaction: reactants, conditions, products, and yield The reactants are COC([C@@H]([C@H](C1=CC(=C(C=C1)F)F)NC(=O)OCC1=CC=CC=C1)O)=O ((2R, 3S)-N-Benzyloxycarbonyl-3-amino-3-(3,4-difluorophenyl)-2-hydroxypropionic acid methyl ester). Solvent: C(C)O (ethanol). Run at time 16 hour. The product is COC([C@@H]([C@H](C1=CC(=C(C=C1)F)F)N)O)=O ((2R,3S)-3-amino-3-(3,4-difluorophenyl)-2-hydroxypropionic acid methyl ester), COC(\C=C\C1=CC(=C(C=C1)F)F)=O (trans-3,4-difluorocinnamic acid methyl ester). Reaction SMILES: [CH3:1][O:2][C:3](=[O:26])[C@H:4]([OH:25])[C@@H:5]([NH:14]C(OCC1C=CC=CC=1)=O)[C:6]1[CH:11]=[CH:10][C:9]([F:12])=[C:8]([F:13])[CH:7]=1>C(O)C>[CH3:1][O:2][C:3](=[O:26])[C@H:4]([OH:25])[C@@H:5]([NH2:14])[C:6]1[CH:11]=[CH:10][C:9]([F:12])=[C:8]([F:13])[CH:7]=1.[CH3:1][O:2][C:3](=[O:26])/[CH:4]=[CH:5]/[C:6]1[CH:11]=[CH:10][C:9]([F:12])=[C:8]([F:13])[CH:7]=1. Procedure: (2R, 3S)-N-Benzyloxycarbonyl-3-amino-3-(3,4-difluorophenyl)-2-hydroxypropionic acid methyl ester (>12.2 g, 33.3 mmol maximum) was dissolved in 750 mL ethanol. The flask was purged with argon and palladium on carbon (2 g, 10% wt) was added. The suspension was then purged, filled with hydrogen, and stirred 16 h. The suspension was piirged with argon, filtered through celite and concentrated in vacuo to give (2R,3S)-3-amino-3-(3,4-difluorophenyl)-2-hydroxypropionic acid methyl ester from trans-3,4-... The reactants are ClC1=NN=NN1C1=CC=CC=C1 (5-Chloro-1-phenyl-1H-tetrazole), C(CCC)N (butylamine), C(C)(C)N(CC)C(C)C (diisopropylethylamine). The solvent is CN(C)C=O (DMF), CCOC(=O)C (EtOAc). Reaction conditions: time 8 hour. Product: C(CCC)NC1=NN=NN1C1=CC=CC=C1 (N-Butyl-N-(1-phenyltetrazol-5-yl)amine). Isolated yield 51.9%. Reaction SMILES: Cl[C:2]1[N:6]([C:7]2[CH:12]=[CH:11][CH:10]=[CH:9][CH:8]=2)[N:5]=[N:4][N:3]=1.[CH2:13]([NH2:17])[CH2:14][CH2:15][CH3:16].C(N(C(C)C)CC)(C)C>CN(C=O)C.CCOC(C)=O>[CH2:13]([NH:17][C:2]1[N:6]([C:7]2[CH:12]=[CH:11][CH:10]=[CH:9][CH:8]=2)[N:5]=[N:4][N:3]=1)[CH2:14][CH2:15][CH3:16]. Reported procedure: 5-Chloro-1-phenyl-1H-tetrazole (1.00 g, 5.54 mmol), butylamine (0.547 mL, 5.54 mmol), and diisopropylethylamine (1.48 mL, 8.31 mmol) were dissolved in DMF (5 mL), and stirred overnight at room temperature. Reaction diluted with EtOAc and washed with water and brine. Organic layer dried with Na2SO4, filtered, and concentrated in vacuo. Residue purified by flash chromatography on silica gel eluting with 35% EtOAc/Hexanes to afford the desired product as a white solid (625 mg, 52%). m/e (DCI) 218 (...